From a dataset of the Open Reaction Database (ORD), a public repository of structured organic reaction records. describe an organic reaction: reactants, conditions, products, and yield Reactants: CS(=O)(=O)Cl, COc1cc(C(=O)N2CCCCc3ccccc32)ccc1C(=O)Nc1cccc2[nH]c(CN)nc12, c1ccncc1. The product is COc1cc(C(=O)N2CCCCc3ccccc32)ccc1C(=O)Nc1cccc2[nH]c(CNS(C)(=O)=O)nc12. RXN SMILES: [CH3:36][S:37]([Cl:38])(=[O:39])=[O:40].[NH2:1][CH2:2][c:3]1[n:4][c:5]2[c:6]([nH:7]1)[cH:8][cH:9][cH:10][c:11]2[NH:12][C:13]([c:14]1[c:15]([O:33][CH3:34])[cH:16][c:17]([C:20](=[O:21])[N:22]2[CH2:23][CH2:24][CH2:25][CH2:26][c:27]3[c:28]2[cH:29][cH:30][cH:31][cH:32]3)[cH:18][cH:19]1)=[O:35].[cH:41]1[cH:42][cH:43][n:44][cH:45][cH:46]1>>[NH:1]([CH2:2][c:3]1[n:4][c:5]2[c:6]([nH:7]1)[cH:8][cH:9][cH:10][c:11]2[NH:12][C:13]([c:14]1[c:15]([O:33][CH3:34])[cH:16][c:17]([C:20](=[O:21])[N:22]2[CH2:23][CH2:24][CH2:25][CH2:26][c:27]3[c:28]2[cH:29][cH:30][cH:31][cH:32]3)[cH:18][cH:19]1)=[O:35])[S:37]([CH3:36])(=[O:39])=[O:40]. Starting materials: COC(=O)CBr, O=C([O-])[O-], CCO, [Cl-], [H][H], [K+], [K+], [NH4+], CN(C)C=O, OCCN1CCc2c(OCc3ccccc3)cccc21. RXN SMILES: [Br:29][CH2:30][C:31](=[O:32])[O:33][CH3:34].[C:23](=[O:24])([O-:25])[O-:26].[CH3:37][CH2:38][OH:39].[Cl-:35].[H:21][H:22].[K+:27].[K+:28].[NH4+:36].[O:40]=[CH:41][N:42]([CH3:43])[CH3:44].[OH:1][CH2:2][CH2:3][N:4]1[CH2:5][CH2:6][c:7]2[c:8]([O:13][CH2:14][c:15]3[cH:16][cH:17][cH:18][cH:19][cH:20]3)[cH:9][cH:10][cH:11][c:12]21>>[OH:1][CH2:2][CH2:3][N:4]1[CH2:5][CH2:6][c:7]2[c:8]([O:13][CH2:30][C:31](=[O:32])[O:33][CH3:34])[cH:9][cH:10][cH:11][c:12]21. The product is COC(=O)COc1cccc2c1CCN2CCO.